This data is from the Open Reaction Database (ORD), a public repository of structured organic reaction records. The task is: describe an organic reaction: reactants, conditions, products, and yield The reactants are ClC(Cl)Cl, ClCCl, CC(CCO)N1CC2CC2(c2ccc(C(F)(F)F)cc2)C1, [Na+], [OH-], O=S(Cl)Cl. Yields the product CC(CCCl)N1CC2CC2(c2ccc(C(F)(F)F)cc2)C1. RXN SMILES: [CH:31]([Cl:32])([Cl:33])[Cl:34].[Cl:28][CH2:29][Cl:30].[F:1][C:2]([c:3]1[cH:4][cH:5][c:6]([C:9]23[CH2:10][N:11]([CH:15]([CH2:16][CH2:17][OH:18])[CH3:19])[CH2:12][CH:13]2[CH2:14]3)[cH:7][cH:8]1)([F:20])[F:21].[Na+:27].[OH-:26].[S:22]([Cl:23])([Cl:24])=[O:25]>>[F:1][C:2]([c:3]1[cH:4][cH:5][c:6]([C:9]23[CH2:10][N:11]([CH:15]([CH2:16][CH2:17][Cl:24])[CH3:19])[CH2:12][CH:13]2[CH2:14]3)[cH:7][cH:8]1)([F:20])[F:21]. Starting materials: BrC1=CC=C(C=C1)O (4-bromophenol), FC(CCCCOC1(CC=C(S(=O)(=O)[O-])C=C1)C)(C(C(C(F)(F)F)(F)F)(F)F)F (4-(5,5,6,6,7,7,8,8,8-nonafluoro-octyloxy)-tosylate). Reaction SMILES: [Br:1][C:2]1[CH:7]=[CH:6][C:5]([OH:8])=[CH:4][CH:3]=1.[F:9][C:10]([F:37])([C:27]([F:36])([F:35])[C:28]([F:34])([F:33])[C:29]([F:32])([F:31])[F:30])[CH2:11][CH2:12][CH2:13][CH2:14]OC1(C)C=CC(S([O-])(=O)=O)=CC1>CN(C=O)C.C(=O)([O-])[O-].[Cs+].[Cs+]>[Br:1][C:2]1[CH:7]=[CH:6][C:5]([O:8][CH2:14][CH2:13][CH2:12][CH2:11][C:10]([F:9])([F:37])[C:27]([F:35])([F:36])[C:28]([F:33])([F:34])[C:29]([F:30])([F:31])[F:32])=[CH:4][CH:3]=1 |f:3.4.5|. Conditions: time 24 hour. Product: BrC1=CC=C(C=C1)OCCCCC(C(C(C(F)(F)F)(F)F)(F)F)(F)F (1-Bromo-4-(5,5,6,6,7,7,8,8,8-nonafluoro-octyloxy)-benzene). Procedure details: To a solution of commercially available 4-bromophenol (46) (1 equi.) and 4-(5,5,6,6,7,7,8,8,8-nonafluoro-octyloxy)-osylate (10) (1 equi.) in DMF (3 mL/mmole), cesium carbonate (1.25 equi.) was added at room temperature. The reaction mixture was stirred at that temperature for 24 h, quenched with water, extracted with ethyl acetate:hexane(1:1), washed with brine, dried over MgSO4, and concentrated in vacuo. Purification by chromatography on silica gel (5% EtOAc/hexanes) eafforded 1-bromo-4-(5,5,6... Run in CN(C)C=O (DMF), C([O-])([O-])=O.[Cs+].[Cs+] (cesium carbonate). The reactants are BrC1=CC(=C(C=C1)NC(CN)=O)C(=O)C1=C(C=CC=C1)F (N1-{4-bromo-2-[(2-fluorophenyl)carbonyl]-phenyl}glycinamide), C(C)O (ethanol). The solvent is C(C)(=O)O (acetic acid). Conditions: time 10 minute. Product: BrC=1C=CC2=C(C(=NCC(N2)=O)C2=C(C=CC=C2)F)C1 (7-bromo-5-(2-fluorophenyl)-1,3-dihydro-2H-1,4-benzodiazepin-2-one). Yield: 78.1%. Reaction SMILES: [Br:1][C:2]1[CH:7]=[CH:6][C:5]([NH:8][C:9](=[O:12])[CH2:10][NH2:11])=[C:4]([C:13]([C:15]2[CH:20]=[CH:19][CH:18]=[CH:17][C:16]=2[F:21])=O)[CH:3]=1.C(O)C>C(O)(=O)C>[Br:1][C:2]1[CH:7]=[CH:6][C:5]2[NH:8][C:9](=[O:12])[CH2:10][N:11]=[C:13]([C:15]3[CH:20]=[CH:19][CH:18]=[CH:17][C:16]=3[F:21])[C:4]=2[CH:3]=1. Procedure: A round-bottomed flask was charged with N1-{4-bromo-2-[(2-fluorophenyl)carbonyl]-phenyl}glycinamide (135 mg), ethanol (3 mL) and acetic acid (0.5 mL). The mixture was heated to reflux for 15 min, then cooled and concentrated to dryness. The residue was treated with a saturated solution of sodium bicarbonate and stirred for 10 min. before extracting with ethyl acetate. The combined organics were dried over magnesium sulfate then filtered and concentrated to dryness. The residue was reconcentrated... Run in CO (methanol), C(C)(=O)OCC (ethyl acetate). Run at temperature 25 celsius, time 15 minute. Isolated yield 316.7%. The product is crude product, COC(=O)[C@H]1[C@H](C=CCC1)NCC1=CC=C(C=C1)F (cis-2-(4-fluoro-benzylamino)-cyclohex-3-enecarboxylic acid methyl ester). RXN SMILES: Cl.[CH3:2][O:3][C:4]([C@@H:6]1[CH2:11][CH2:10][CH:9]=[CH:8][C@@H:7]1[NH2:12])=[O:5].[F:13][C:14]1[CH:21]=[CH:20][C:17]([CH:18]=O)=[CH:16][CH:15]=1.C([O-])(=O)C.[Na+].C([BH3-])#N.[Na+].C(=O)(O)[O-].[Na+]>CO.C(OCC)(=O)C>[CH3:2][O:3][C:4]([C@@H:6]1[CH2:11][CH2:10][CH:9]=[CH:8][C@@H:7]1[NH:12][CH2:18][C:17]1[CH:20]=[CH:21][C:14]([F:13])=[CH:15][CH:16]=1)=[O:5] |f:0.1,3.4,5.6,7.8|. The reactants are Cl.COC(=O)[C@H]1[C@H](C=CCC1)N (cis-2-amino-cyclohex-3-enecarboxylic acid methyl ester hydrochloride), C(C)(=O)[O-].[Na+] (sodium acetate), C(#N)[BH3-].[Na+] (sodium cyanoborohydride), C([O-])(O)=O.[Na+] (sodium bicarbonate), FC1=CC=C(C=O)C=C1 (4-Fluoro-benzaldehyde). Procedure: The crude cis-2-amino-cyclohex-3-enecarboxylic acid methyl ester hydrochloride (2.8 mmol) was dissolved in methanol (5 mL). 4-Fluoro-benzaldehyde (37.3 mg, 0.3 mmol) was added, followed by 4 Å molecular sieves (0.5 g) and sodium acetate (0.46 g, 5.6 mmol). After stirring at 25° C. for 15 min, sodium cyanoborohydride (0.37 g, 5.9 mmol) was added and the mixture was stirred at 25° C. for 16 h. The mixture was poured into a mixture of saturated aqueous sodium bicarbonate solution (100 mL) and ethyl...